From a dataset of the Open Reaction Database (ORD), a public repository of structured organic reaction records. describe an organic reaction: reactants, conditions, products, and yield As a reaction SMILES: [CH3:1][O:2][C:3](=[O:15])[CH:4](P(OCC)(OCC)=O)[CH2:5][CH3:6].[H-].[Na+].[C:18]([O:22][C:23]([C:25]1[S:26][C:27]([CH:30]=O)=[CH:28][CH:29]=1)=[O:24])([CH3:21])([CH3:20])[CH3:19]>O1CCCC1>[C:18]([O:22][C:23]([C:25]1[S:26][C:27](/[CH:30]=[C:4](/[C:3]([O:2][CH3:1])=[O:15])\[CH2:5][CH3:6])=[CH:28][CH:29]=1)=[O:24])([CH3:21])([CH3:20])[CH3:19] |f:1.2|. Product: C(C)(C)(C)OC(=O)C=1SC(=CC1)\C=C(/CC)\C(=O)OC (5-[(1E)-2-(methoxycarbonyl)-but-1-en-1-yl]thiophene-2-carboxylic acid tert-butyl ester). Isolated yield 80.0%. Run at time 30 minute. Solvent: O1CCCC1 (tetrahydrofuran), O1CCCC1 (tetrahydrofuran). Starting materials: [H-].[Na+] (sodium hydride), COC(C(CC)P(=O)(OCC)OCC)=O (2-(diethylphosphono)butyric acid methyl ester), C(C)(C)(C)OC(=O)C=1SC(=CC1)C=O (5-formyl-2-thiophencarboxylic acid tert-butyl ester). Procedure: 2-(diethylphosphono)butyric acid methyl ester (46 g, 0.193 mol) was dissolved in tetrahydrofuran (300 mL), 60% sodium hydride (6.6 g, 0.165 mol) was added at 0° C., and the mixture was stirred for 30 minutes. To the reaction mixture was added a solution of 5-formyl-2-thiophenecarboxylic acid tert-butyl ester obtained in Example 1, step 2(32.1 g, 0.15 mol) in tetrahydrofuran (10 mL), and the mixture was stirred at room temperature for 2 hours. The solvent was evaporated, and the residue was parti...